Dataset: the Open Reaction Database (ORD), a public repository of structured organic reaction records. Task: describe an organic reaction: reactants, conditions, products, and yield The reactants are O.NN (hydrazine hydrate), ClC=1C(=NC=C(C1)Cl)C(CC1=C(C=CC=C1)F)=O (1-(3,5-Dichloropyridin-2-yl)-2-(2-fluorophenyl)ethanone). The reagents and catalysts are CN(C)C=1C=CN=CC1 (DMAP). Solvent: N1=CC=CC=C1 (pyridine). Run at temperature 160 celsius. The product is ClC=1C=C2C(=NC1)C(=NN2)CC2=C(C=CC=C2)F (6-Chloro-3-(2-fluorobenzyl)-1H-pyrazolo[4,3-b]pyridine), hydrazone. As a reaction SMILES: O.[NH2:2][NH2:3].Cl[C:5]1[C:6]([C:12](=O)[CH2:13][C:14]2[CH:19]=[CH:18][CH:17]=[CH:16][C:15]=2[F:20])=[N:7][CH:8]=[C:9]([Cl:11])[CH:10]=1>CN(C1C=CN=CC=1)C.N1C=CC=CC=1>[Cl:11][C:9]1[CH:10]=[C:5]2[NH:3][N:2]=[C:12]([CH2:13][C:14]3[CH:19]=[CH:18][CH:17]=[CH:16][C:15]=3[F:20])[C:6]2=[N:7][CH:8]=1 |f:0.1|. Reported procedure: A little DMAP and 238 mg (4.75 mmol) of hydrazine hydrate are added to a solution of 1.35 g (4.75 mmol) of 1-(3,5-dichloropyridin-2-yl)-2-(2-fluorophenyl)ethanone from example 2A in 12 ml of pyridine. The mixture is heated in a closed vessel in a microwave at 160° C. for 20 min and then concentrated in vacuo, and the residue is purified by chromatography on silica gel (eluent: dichloromethane/methanol 100:3). 507 mg (41% of theory) of the title compound and 388 mg of the uncyclized hydrazone are...